From a dataset of the Open Reaction Database (ORD), a public repository of structured organic reaction records. describe an organic reaction: reactants, conditions, products, and yield Reactants: CC(Sc1cccc(Br)c1)C(N)=O, O=C(O)c1ccc(B(O)O)cc1, O=C([O-])[O-], [K+], [K+], C1COCCO1, O, c1ccc([PH](c2ccccc2)(c2ccccc2)[Pd]([PH](c2ccccc2)(c2ccccc2)c2ccccc2)([PH](c2ccccc2)(c2ccccc2)c2ccccc2)[PH](c2ccccc2)(c2ccccc2)c2ccccc2)cc1. Yields the product CC(Sc1cccc(-c2ccc(C(=O)O)cc2)c1)C(N)=O. RXN SMILES: [Br:1][c:2]1[cH:3][c:4]([S:8][CH:9]([C:10](=[O:11])[NH2:12])[CH3:13])[cH:5][cH:6][cH:7]1.[C:14](=[O:15])([OH:16])[c:17]1[cH:18][cH:19][c:20]([B:23]([OH:24])[OH:25])[cH:21][cH:22]1.[C:26](=[O:27])([O-:28])[O-:29].[K+:30].[K+:31].[O:32]1[CH2:33][CH2:34][O:35][CH2:36][CH2:37]1.[OH2:38].[c:39]1([PH:40]([Pd:41]([PH:42]([c:43]2[cH:44][cH:45][cH:46][cH:47][cH:48]2)([c:49]2[cH:50][cH:51][cH:52][cH:53][cH:54]2)[c:55]2[cH:56][cH:57][cH:58][cH:59][cH:60]2)([PH:61]([c:62]2[cH:63][cH:64][cH:65][cH:66][cH:67]2)([c:68]2[cH:69][cH:70][cH:71][cH:72][cH:73]2)[c:74]2[cH:75][cH:76][cH:77][cH:78][cH:79]2)[PH:80]([c:81]2[cH:82][cH:83][cH:84][cH:85][cH:86]2)([c:87]2[cH:88][cH:89][cH:90][cH:91][cH:92]2)[c:93]2[cH:94][cH:95][cH:96][cH:97][cH:98]2)([c:99]2[cH:100][cH:101][cH:102][cH:103][cH:104]2)[c:105]2[cH:106][cH:107][cH:108][cH:109][cH:110]2)[cH:111][cH:112][cH:113][cH:114][cH:115]1>>[c:2]1(-[c:20]2[cH:19][cH:18][c:17]([C:14](=[O:15])[OH:16])[cH:22][cH:21]2)[cH:3][c:4]([S:8][CH:9]([C:10](=[O:11])[NH2:12])[CH3:13])[cH:5][cH:6][cH:7]1. Starting materials: ClC=1C(=C2C(=NC1CN1C(CCC1=O)=O)SC1=C2CCC(C1)C(=O)O)C1=CC=C(C=C1)OC (3-chloro-2-[(2,5-dioxopyrrolidin-1-yl)methyl]-5,6,7,8-tetrahydro-4-(4-methoxyphenyl)[1]benzothieno[2,3-b]pyridine-7-carboxylic acid), N1CCOCC1 (morpholine), N,N-dimethylaminopyridine, Cl.CN(CCCN=C=NCC)C (1-(3-dimethylaminopropyl)-3-ethylcarbodiimide hydrochloride), CN(C)C=O (DMF). Run in O (water). Run at time 10 hour. Yields the product ClC=1C(=C2C(=NC1CN1C(CCC1=O)=O)SC1=C2CCC(C1)C(=O)N1CCOCC1)C1=CC=C(C=C1)OC (1-{[3-chloro-4-(4-methoxyphenyl)-7-[(4-morpholinyl)carbonyl]-5,6,7,8-tetrahydro[1]benzothieno[2,3-b]pyridin-2-yl]methyl}-2,5-pyrrolidinedione). Yield: 455.1%. As a reaction SMILES: [Cl:1][C:2]1[C:3]([C:26]2[CH:31]=[CH:30][C:29]([O:32][CH3:33])=[CH:28][CH:27]=2)=[C:4]2[C:18]3[CH2:19][CH2:20][CH:21]([C:23](O)=[O:24])[CH2:22][C:17]=3[S:16][C:5]2=[N:6][C:7]=1[CH2:8][N:9]1[C:13](=[O:14])[CH2:12][CH2:11][C:10]1=[O:15].[NH:34]1[CH2:39][CH2:38][O:37][CH2:36][CH2:35]1.Cl.CN(C)CCCN=C=NCC.CN(C=O)C>O>[Cl:1][C:2]1[C:3]([C:26]2[CH:31]=[CH:30][C:29]([O:32][CH3:33])=[CH:28][CH:27]=2)=[C:4]2[C:18]3[CH2:19][CH2:20][CH:21]([C:23]([N:34]4[CH2:39][CH2:38][O:37][CH2:36][CH2:35]4)=[O:24])[CH2:22][C:17]=3[S:16][C:5]2=[N:6][C:7]=1[CH2:8][N:9]1[C:13](=[O:14])[CH2:12][CH2:11][C:10]1=[O:15] |f:2.3|. Procedure: A mixture of the compound obtained in Example 37 (500 mg), morpholine (99 mg), N,N-dimethylaminopyridine (13 mg), 1-(3-dimethylaminopropyl)-3-ethylcarbodiimide hydrochloride (197 mg), and DMF (10 ml) was stirred at room temperature for 10 hours. The reaction mixture was poured into water and extracted with ethyl acetate. The ethyl acetate layer was washed with water, dried (MgSO4), and then evaporated under reduced pressure to remove the solvent. The residue was subjected to column chromatograph... Reaction conditions: temperature -1 celsius, time 2 hour. Run in CO (methanol), CO (CH3OH). The product is C(CC)N(C(=O)N[C@H]1[C@H](O)[C@@H](O)[C@H](O)[C@H](O1)CO)N=O (N-propyl-N'(β-D-glucosyl)-N-nitrosourea). Reported procedure: A mixture of 3.6 g of D-glucose, 2.3 g of propylurea, 0.2 g of nitroaniline and 0.1 ml of a concentrated sulphuric acid is heated at reflux for 10 minutes in 15 ml of methanol. The residue in the amount of 2.6 g is separated, added with 15 ml of glacial acetic acid, 8 ml of distilled water, 1.8 g of sodium nitrite and stirred at the temperature of -1° C. for 2 hours. The solution is evaporated, the residue is recrystallized from methanol to give 2.32 g (80% of the theoretical) of the product. M.... The reactants are O=C[C@H](O)[C@@H](O)[C@H](O)[C@H](O)CO (D-glucose), C(CC)NC(=O)N (propylurea), [N+](=O)([O-])NC1=CC=CC=C1 (nitroaniline), S(O)(O)(=O)=O (sulphuric acid). As a reaction SMILES: O=[CH:2][C@@H:3]([C@H:5]([C@@H:7]([C@@H:9]([CH2:11][OH:12])[OH:10])[OH:8])[OH:6])[OH:4].[CH2:13]([NH:16][C:17]([NH2:19])=[O:18])[CH2:14][CH3:15].[N+:20](NC1C=CC=CC=1)([O-])=[O:21].S(=O)(=O)(O)O>CO>[CH2:13]([N:16]([N:20]=[O:21])[C:17]([NH:19][C@@H:2]1[O:10][C@H:9]([CH2:11][OH:12])[C@@H:7]([OH:8])[C@H:5]([OH:6])[C@H:3]1[OH:4])=[O:18])[CH2:14][CH3:15]. The reactants are CC[C@@]1(C2=C(COC1=O)C(=O)N3CC=4C=C5C=CC=CC5=NC4C3=C2)O (camptothecin), [N+](=O)(O)[O-] (nitric acid). Run in S(O)(O)(=O)=O (sulfuric acid). The product is CC[C@@]1(C2=C(COC1=O)C(=O)N3CC4=C(C3=C2)N=C5C(=C4)C=CC=C5[N+](=O)[O-])O (12NC). As a reaction SMILES: [CH3:1][CH2:2][C@@:3]1([OH:26])[C:8](=[O:9])[O:7][CH2:6][C:5]2[C:10]([N:12]3[C:24](=[CH:25][C:4]1=2)[C:23]1[N:22]=[C:21]2[C:16]([CH:17]=[CH:18][CH:19]=[CH:20]2)=[CH:15][C:14]=1[CH2:13]3)=[O:11].[N+:27]([O-])([OH:29])=[O:28]>S(=O)(=O)(O)O>[CH3:1][CH2:2][C@@:3]1([OH:26])[C:8](=[O:9])[O:7][CH2:6][C:5]2[C:10]([N:12]3[C:24](=[CH:25][C:4]1=2)[C:23]1[N:22]=[C:21]2[C:20]([N+:27]([O-:29])=[O:28])=[CH:19][CH:18]=[CH:17][C:16]2=[CH:15][C:14]=1[CH2:13]3)=[O:11]. Reported procedure: Japanese Kokai Patent Application No. 59-51288 provides one method of making 9-nitro-camptothecin by treating camptothecin with a slight excess of concentrated nitric acid in concentrated sulfuric acid. However, when following this procedure, a yield of about 3% to about 7% of the 9NC product which is capable for medicinal use is obtained. Further, this procedure results in unwanted byproducts such as the inactive isomer, 12-nitrocamptothecin (12NC), in a ratio of about 1 to 3 of 9NC to 12NC. Th... The product is Cc1cn(C)c2ccccc12. Reactants: Cc1c[nH]c2ccccc12, [H-], CI, [Na+], CN(C)C=O. As a reaction SMILES: [CH3:1][c:2]1[cH:3][nH:4][c:5]2[cH:6][cH:7][cH:8][cH:9][c:10]12.[H-:12].[I:13][CH3:14].[Na+:11].[O:15]=[CH:16][N:17]([CH3:18])[CH3:19]>>[CH3:1][c:2]1[cH:3][n:4]([CH3:14])[c:5]2[cH:6][cH:7][cH:8][cH:9][c:10]12. Reactants: ClC=1N=CC2=C(N1)OC(=N2)C2=CC(=C(OC1CC(C1)C(=O)OCC1=CC=CC=C1)C(=C2)C)C (benzyl 3-[4-(5-chlorooxazolo[5,4-d]pyrimidin-2-yl)-2,6-dimethylphenoxy]cyclobutanecarboxylate), CS(=O)[O-].[Na+] (sodium methylsulfinate). Run in CN(C=O)C (N,N-dimethylformamide). Product: CS(=O)(=O)C=1N=CC2=C(N1)OC(=N2)C2=CC(=C(OC1CC(C1)C(=O)OCC1=CC=CC=C1)C(=C2)C)C (Benzyl 3-[4-(5-methanesulfonyloxazolo[5,4-d]pyrimidin-2-yl)-2,6-dimethylphenoxy]cyclobutanecarboxylate). RXN SMILES: Cl[C:2]1[N:3]=[CH:4][C:5]2[N:10]=[C:9]([C:11]3[CH:31]=[C:30]([CH3:32])[C:14]([O:15][CH:16]4[CH2:19][CH:18]([C:20]([O:22][CH2:23][C:24]5[CH:29]=[CH:28][CH:27]=[CH:26][CH:25]=5)=[O:21])[CH2:17]4)=[C:13]([CH3:33])[CH:12]=3)[O:8][C:6]=2[N:7]=1.[CH3:34][S:35]([O-:37])=[O:36].[Na+]>CN(C)C=O>[CH3:34][S:35]([C:2]1[N:3]=[CH:4][C:5]2[N:10]=[C:9]([C:11]3[CH:31]=[C:30]([CH3:32])[C:14]([O:15][CH:16]4[CH2:19][CH:18]([C:20]([O:22][CH2:23][C:24]5[CH:29]=[CH:28][CH:27]=[CH:26][CH:25]=5)=[O:21])[CH2:17]4)=[C:13]([CH3:33])[CH:12]=3)[O:8][C:6]=2[N:7]=1)(=[O:37])=[O:36] |f:1.2|. Procedure: A solution of 200 mg of benzyl 3-[4-(5-chlorooxazolo[5,4-d]pyrimidin-2-yl)-2,6-dimethylphenoxy]cyclobutanecarboxylate and 48 mg of sodium methylsulfinate in 4 ml of N,N-dimethylformamide was heated in a microwave reactor at 100° C. for 60 min. At room temperature, the mixture was filtered and then washed with DMF. The filtrate was concentrated and the resulting residue was purified by preparative HPLC. This gave 71 mg (32%) of the title compound. The reactants are NCC=1C(NC(=CC1C1CCCCC1)C)=O (3-(aminomethyl)-4-cyclohexyl-6-methyl-2(1H)-pyridinone), NCC=1C(NC(=CC1C1CCCCC1)C)=O (3-(aminomethyl)-4-cyclohexyl-6-methyl-2(1H)-pyridinone), C1(CC1)C1=C(C(NC(=C1)C)=O)C#N (4-cyclopropyl-6-methyl-2-oxo-1,2-dihydro-3-pyridinecarbonitrile). The product is NCC=1C(NC(=CC1C1CC1)C)=O (3-(Aminomethyl)-4-cyclopropyl-6-methyl-2(1H)-pyridinone). As a reaction SMILES: [NH2:1][CH2:2][C:3]1[C:4](=[O:16])[NH:5][C:6]([CH3:15])=[CH:7][C:8]=1[CH:9]1[CH2:14][CH2:13]CCC1.C1(C2C=C(C)NC(=O)C=2C#N)CC1>>[NH2:1][CH2:2][C:3]1[C:4](=[O:16])[NH:5][C:6]([CH3:15])=[CH:7][C:8]=1[CH:9]1[CH2:14][CH2:13]1. Procedure: The title compound was prepared in the same manner as described for 3-(aminomethyl)-4-cyclohexyl-6-methyl-2(1H)-pyridinone (Intermediate 3) using 4-cyclopropyl-6-methyl-2-oxo-1,2-dihydro-3-pyridinecarbonitrile (5 g, 28.7 mmol). Obtained: 0.50 g (10%). LCMS E-S (M+H)=179.1. 1H NMR (400 MHz, DMSO-d6) δ ppm 11.76-11.78 (br s, 1H), 7.82-7.92 (br s, 3H), 5.61 (s, 1H), 3.94-3.99 (m, 2H), 2.11 (s, 3H), 1.98-2.05 (m, 1H), 0.95-1.01 (m, 2H), 0.74-0.79 (m, 2H). Starting materials: C1(CCCCC1)P(C1CCCCC1)C1CCCCC1 (tricyclohexylphosphine), [F-].[Cs+] (cesium fluoride), C(C1=CC=CC=C1)OC=1C=CC2=C(SC(=C2OC2=CC=C(OCCN3CCCCC3)C=C2)C2=CC(=C(C=C2)S(=O)(=O)C)F)C1 ((2-{4-[6-Benzyloxy-2-(3-fluoro-4-methanesulfonyl-phenyl)-benzo[b]thiophen-3-yloxy]-phenoxy}-ethyl)-piperidine), B1(OCC(CO1)(C)C)B2OCC(CO2)(C)C (bis(neopentylglycolato)diboron), BrC=1C=C(C(=C(C1)C)S(=O)(=O)C)C (5-bromo-2-methanesulfonyl-1,3-dimethyl-benzene). Reagents/catalysts: C(C)(=O)[O-].[Pd+2].C(C)(=O)[O-] (palladium (II) acetate). Solvent: C(C)#N (acetonitrile), C(C)(=O)OCC (ethyl acetate), C(C)#N (acetonitrile). Conditions: temperature 90 celsius, time 5 minute. The product is CC=1C=C(C=C(C1S(=O)(=O)C)C)C1=C(C2=CC=C(C=C2C=C1)OC)OC1=CC=C(OCCN2CCCCC2)C=C1 (1-(2-{4-[2-(3,5-Dimethyl-4-methylsulfonyl-phenyl)-6-methoxy-naphthalen-1-yloxy]-phenoxy}-ethyl)-piperidine). Yield: 84.6%. RXN SMILES: C1(P(C2CCCCC2)C2CCCCC2)CCCCC1.[F-].[Cs+].[CH2:22]([O:29][C:30]1[CH:31]=[CH:32][C:33]2[C:37]([O:38][C:39]3[CH:53]=[CH:52][C:42]([O:43][CH2:44][CH2:45][N:46]4[CH2:51][CH2:50][CH2:49][CH2:48][CH2:47]4)=[CH:41][CH:40]=3)=[C:36]([C:54]3[CH:59]=CC(S(C)(=O)=O)=C(F)C=3)S[C:34]=2[CH:65]=1)C1C=CC=CC=1.B1(B2OCC(C)(C)CO2)OCC(C)(C)CO1.Br[C:83]1[CH:84]=[C:85]([CH3:94])[C:86]([S:90]([CH3:93])(=[O:92])=[O:91])=[C:87]([CH3:89])[CH:88]=1>C(#N)C.C(OCC)(=O)C.C([O-])(=O)C.[Pd+2].C([O-])(=O)C>[CH3:94][C:85]1[CH:84]=[C:83]([C:36]2[CH:54]=[CH:59][C:34]3[C:33](=[CH:32][CH:31]=[C:30]([O:29][CH3:22])[CH:65]=3)[C:37]=2[O:38][C:39]2[CH:40]=[CH:41][C:42]([O:43][CH2:44][CH2:45][N:46]3[CH2:51][CH2:50][CH2:49][CH2:48][CH2:47]3)=[CH:52][CH:53]=2)[CH:88]=[C:87]([CH3:89])[C:86]=1[S:90]([CH3:93])(=[O:92])=[O:91] |f:1.2,8.9.10|. Reported procedure: Combine palladium (II) acetate (13 mg, 0.06 mmol), tricyclohexylphosphine (27 mg, 0.10 mmol), cesium fluoride (518 mg, 3.4 mmol) and acetonitrile (10 mL). Stir for 5 minutes. Add the compound of Preparation 1 (200 mg, 0.38 mmol) and bis(neopentylglycolato)diboron (129 mg, 0.57 mmol). Heat to 90° C. for 1 minute and add 5-bromo-2-methanesulfonyl-1,3-dimethyl-benzene (110 mg, 0.42 mmol) in acetonitrile (4 mL). Stir at 90° C. for 10 minutes. Cool to room temperature and dilute the solution with eth...